Dataset: the Open Reaction Database (ORD), a public repository of structured organic reaction records. Task: describe an organic reaction: reactants, conditions, products, and yield The reactants are C(C)(C)N(CC)C(C)C (diisopropylethylamine), FC1=CC=C(C=C1)CC(=O)N=C=O (2-(4-fluorophenyl)acetyl isocyanate), NC1=CC(=C(OC2=CC(=NC=C2)C(=O)N)C=C1F)F (4-(4-amino-2,5-difluorophenoxy)picolinamide), COC1=CC=C(CNC2=CC(=NC=N2)OC2=C(C=C(C=C2)NC(=O)NC(CC2=CC=C(C=C2)F)=O)F)C=C1 (1-(4-(6-(4-Methoxybenzylamino)pyrimidin-4-yloxy)-3-fluorophenyl)-3-(2-(4-fluorophenyl)acetyl)urea), COC1=CC=C(CNC2=CC(=NC=N2)OC2=C(C=C(C=C2)NC(=O)NC(CC2=CC=C(C=C2)F)=O)F)C=C1 (1-(4-(6-(4-Methoxybenzylamino)pyrimidin-4-yloxy)-3-fluorophenyl)-3-(2-(4-fluorophenyl)acetyl)urea), FC1=CC=C(C=C1)CC(=O)N=C=O (2-(4-fluorophenyl)acetyl isocyanate). Solvent: C1CCOC1 (THF). Run at time 3.5 hour. Yields the product C(N)(=O)C1=NC=CC(=C1)OC1=CC(=C(C=C1F)NC(=O)NC(CC1=CC=C(C=C1)F)=O)F (1-(4-(2-Carbamoylpyridin-4-yloxy)-2,5-difluorophenyl)-3-(2-(4-fluorophenyl)acetyl)urea). The yield is 90.8%. Reaction SMILES: [NH2:1][C:2]1[C:17]([F:18])=[CH:16][C:5]([O:6][C:7]2[CH:12]=[CH:11][N:10]=[C:9]([C:13]([NH2:15])=[O:14])[CH:8]=2)=[C:4]([F:19])[CH:3]=1.C(N(C(C)C)CC)(C)C.COC1C=CC(CNC2N=CN=C(OC3C=CC(N[C:51]([NH:53][C:54](=[O:63])[CH2:55][C:56]4[CH:61]=[CH:60][C:59]([F:62])=[CH:58][CH:57]=4)=[O:52])=CC=3F)C=2)=CC=1.FC1C=CC(CC(N=C=O)=O)=CC=1>C1COCC1>[C:13]([C:9]1[CH:8]=[C:7]([O:6][C:5]2[C:4]([F:19])=[CH:3][C:2]([NH:1][C:51]([NH:53][C:54](=[O:63])[CH2:55][C:56]3[CH:61]=[CH:60][C:59]([F:62])=[CH:58][CH:57]=3)=[O:52])=[C:17]([F:18])[CH:16]=2)[CH:12]=[CH:11][N:10]=1)(=[O:14])[NH2:15]. Procedure: To a homogeneous mixture of 4-(4-amino-2,5-difluorophenoxy)picolinamide (0.15 g, 0.57 mmol) in THF (5 mL) was added diisopropylethylamine (0.10 mL, 0.57 mmol). The mixture was stirred for two minutes at ambient temperature before 2-(4-fluorophenyl)acetyl isocyanate (Compound D of Example 11, 0.36 M in toluene, 2.0 mL, 0.72 mmol) was added. After 3.5 hours, 2-(4-fluorophenyl)acetyl isocyanate (0.36 M in toluene, 2.0 mL, 0.72 mmol) was added to the reaction mixture. After an additional two hours, ... The reactants are BrCCCCN1C(C2=C(CCC1=O)C=CC=C2)=O (2-(4-bromobutyl)-1,3,4,5-tetrahydro-2-benzazepine-1,3-dione), N1=C(C=CC=C1)N1CCNCC1 (1-(2-pyridyl)piperazine). Run in O1CCOCC1 (dioxane). Yields the product N1=C(C=CC=C1)N1CCN(CC1)CCCCN1C(C2=C(CCC1=O)C=CC=C2)=O (2-(4-(4-(2-pyridyl)piperazinyl)butyl)-1,3,4,5-tetrahydro-2-benzazepine-1,3-dione). The yield is 91.0%. Reaction SMILES: Br[CH2:2][CH2:3][CH2:4][CH2:5][N:6]1[C:12](=[O:13])[CH2:11][CH2:10][C:9]2[CH:14]=[CH:15][CH:16]=[CH:17][C:8]=2[C:7]1=[O:18].[N:19]1[CH:24]=[CH:23][CH:22]=[CH:21][C:20]=1[N:25]1[CH2:30][CH2:29][NH:28][CH2:27][CH2:26]1>O1CCOCC1>[N:19]1[CH:24]=[CH:23][CH:22]=[CH:21][C:20]=1[N:25]1[CH2:26][CH2:27][N:28]([CH2:2][CH2:3][CH2:4][CH2:5][N:6]2[C:12](=[O:13])[CH2:11][CH2:10][C:9]3[CH:14]=[CH:15][CH:16]=[CH:17][C:8]=3[C:7]2=[O:18])[CH2:29][CH2:30]1. Procedure details: To a solution of 101 mg of the compound of Example 16 dissolved in 10 ml of dioxane was added 0.152 ml (3 equivalents) of 1-(2-pyridyl)piperazine, followed by heating under reflux for 8 hours. The reaction treatment and purification were conducted in the same manner as in Example 17 to obtain 116 mg of the desired compound (yield 91%). The maleate was obtained by converting the product to maleate in a conventional manner, followed by recrystallization from methylene chloride-ether.